This data is from the Open Reaction Database (ORD), a public repository of structured organic reaction records. The task is: describe an organic reaction: reactants, conditions, products, and yield Reactants: C([O-])([O-])=O.[Cs+].[Cs+] (cesium carbonate), C(C1=CC=CC=C1)OC([C@@H](NC(=O)OC(C)(C)C)CC1=CC=C(C=C1)O)=O (N-Boc-L-tyrosine benzyl ester), ClCC#N (chloroacetonitrile). The solvent is CC(=O)C (acetone). The product is C(C1=CC=CC=C1)OC([C@H](CC1=CC=C(C=C1)OCC#N)NC(=O)OC(C)(C)C)=O ((S)-2-tert-Butoxycarbonylamino-3-(4-cyanomethoxyphenyl)-propionic acid benzyl ester). Isolated yield 109.6%. RXN SMILES: [CH2:1]([O:8][C:9](=[O:27])[C@H:10]([CH2:19][C:20]1[CH:25]=[CH:24][C:23]([OH:26])=[CH:22][CH:21]=1)[NH:11][C:12]([O:14][C:15]([CH3:18])([CH3:17])[CH3:16])=[O:13])[C:2]1[CH:7]=[CH:6][CH:5]=[CH:4][CH:3]=1.C(=O)([O-])[O-].[Cs+].[Cs+].Cl[CH2:35][C:36]#[N:37]>CC(C)=O>[CH2:1]([O:8][C:9](=[O:27])[C@@H:10]([NH:11][C:12]([O:14][C:15]([CH3:16])([CH3:18])[CH3:17])=[O:13])[CH2:19][C:20]1[CH:25]=[CH:24][C:23]([O:26][CH2:35][C:36]#[N:37])=[CH:22][CH:21]=1)[C:2]1[CH:7]=[CH:6][CH:5]=[CH:4][CH:3]=1 |f:1.2.3|. Procedure: N-Boc-L-tyrosine benzyl ester (0.371 g, 1 mmol) was dissolved in acetone (5 mL) and cesium carbonate (0.650 g, 2 mmol) was added followed by chloroacetonitrile (0.150 g, 2 mmol). The mixture was then reflux for 2 h. The reaction was cooled to room temperature and insoluble salts removed by filtration using acetone for washings. Volatiles were removed under reduced pressure and the residue dissolved in DCM. The solution was washed with brine, dried (MgSO4) and concentrated to give the desired pro...